This data is from the Open Reaction Database (ORD), a public repository of structured organic reaction records. The task is: describe an organic reaction: reactants, conditions, products, and yield Reactants: CCCc1cnc(N2CCC(OS(C)(=O)=O)CC2)nc1, CC(C)(C)OC(=O)N1CCC(OS(C)(=O)=O)CC1, O=c1cc(O)c(-c2ccccc2)c[nH]1. The product is CCCc1cnc(N2CCC(Oc3cc(=O)[nH]cc3-c3ccccc3)CC2)nc1. Reaction SMILES: [CH3:15][S:16]([O:17][CH:20]1[CH2:21][CH2:22][N:23]([c:26]2[n:27][cH:28][c:29]([CH2:32][CH2:33][CH3:34])[cH:30][n:31]2)[CH2:24][CH2:25]1)(=[O:18])=[O:19].[CH3:35][S:36]([O:37][CH:38]1[CH2:39][CH2:40][N:41]([C:42]([O:43][C:44]([CH3:45])([CH3:46])[CH3:47])=[O:48])[CH2:49][CH2:50]1)(=[O:51])=[O:52].[OH:1][c:2]1[cH:3][c:4](=[O:14])[nH:5][cH:6][c:7]1-[c:8]1[cH:9][cH:10][cH:11][cH:12][cH:13]1>>[O:1]([c:2]1[cH:3][c:4](=[O:14])[nH:5][cH:6][c:7]1-[c:8]1[cH:9][cH:10][cH:11][cH:12][cH:13]1)[CH:20]1[CH2:21][CH2:22][N:23]([c:26]2[n:27][cH:28][c:29]([CH2:32][CH2:33][CH3:34])[cH:30][n:31]2)[CH2:24][CH2:25]1.